Dataset: the Open Reaction Database (ORD), a public repository of structured organic reaction records. Task: describe an organic reaction: reactants, conditions, products, and yield Starting materials: CCN1C(=O)N(c2cc(OC)cc(OC)c2F)Cc2cnc(S(C)=O)nc21, NC1CCC(O)CC1, C1COCCO1. Product: CCN1C(=O)N(c2cc(OC)cc(OC)c2F)Cc2cnc(NC3CCC(O)CC3)nc21. As a reaction SMILES: [CH2:1]([CH3:2])[N:3]1[C:4](=[O:27])[N:5]([c:16]2[c:17]([F:26])[c:18]([O:24][CH3:25])[cH:19][c:20]([O:22][CH3:23])[cH:21]2)[CH2:6][c:7]2[c:8]1[n:9][c:10]([S:13]([CH3:14])=[O:15])[n:11][cH:12]2.[NH2:28][CH:29]1[CH2:30][CH2:31][CH:32]([OH:35])[CH2:33][CH2:34]1.[O:36]1[CH2:37][CH2:38][O:39][CH2:40][CH2:41]1>>[CH2:1]([CH3:2])[N:3]1[C:4](=[O:27])[N:5]([c:16]2[c:17]([F:26])[c:18]([O:24][CH3:25])[cH:19][c:20]([O:22][CH3:23])[cH:21]2)[CH2:6][c:7]2[c:8]1[n:9][c:10]([NH:28][CH:29]1[CH2:30][CH2:31][CH:32]([OH:35])[CH2:33][CH2:34]1)[n:11][cH:12]2. Product: CCCCC(c1ccc(OC)cc1OC)C(C(=O)OCC)C(=O)OCC. The reactants are [Br-], CCCC[Mg+], CCOC(=O)C(=Cc1ccc(OC)cc1OC)C(=O)OCC, Cl, [Cu]I, C1CCOC1. RXN SMILES: [Br-:1].[CH2:2]([CH2:3][CH2:4][CH3:5])[Mg+:6].[CH3:7][O:8][c:9]1[c:10]([CH:17]=[C:18]([C:19](=[O:20])[O:21][CH2:22][CH3:23])[C:24](=[O:25])[O:26][CH2:27][CH3:28])[cH:11][cH:12][c:13]([O:15][CH3:16])[cH:14]1.[ClH:29].[Cu:35][I:36].[O:30]1[CH2:31][CH2:32][CH2:33][CH2:34]1>>[CH2:2]([CH2:3][CH2:4][CH3:5])[CH:17]([c:10]1[c:9]([O:8][CH3:7])[cH:14][c:13]([O:15][CH3:16])[cH:12][cH:11]1)[CH:18]([C:19](=[O:20])[O:21][CH2:22][CH3:23])[C:24](=[O:25])[O:26][CH2:27][CH3:28].